From a dataset of the Open Reaction Database (ORD), a public repository of structured organic reaction records. describe an organic reaction: reactants, conditions, products, and yield The reactants are O=S(=O)(Cl)c1cc(Cl)ccc1Cl, ClCCl, Cc1ccc2cc(N)ccc2n1, [Na+], O=C([O-])O, c1ccncc1. The product is Cc1ccc2cc(NS(=O)(=O)c3cc(Cl)ccc3Cl)ccc2n1. RXN SMILES: [Cl:1][c:2]1[c:3]([S:9](=[O:10])(=[O:11])[Cl:12])[cH:4][c:5]([Cl:8])[cH:6][cH:7]1.[Cl:36][CH2:37][Cl:38].[NH2:19][c:20]1[cH:21][c:22]2[cH:23][cH:24][c:25]([CH3:30])[n:26][c:27]2[cH:28][cH:29]1.[Na+:35].[O-:31][C:32]([OH:33])=[O:34].[cH:13]1[cH:14][cH:15][n:16][cH:17][cH:18]1>>[Cl:1][c:2]1[c:3]([S:9](=[O:10])(=[O:11])[NH:19][c:20]2[cH:21][c:22]3[cH:23][cH:24][c:25]([CH3:30])[n:26][c:27]3[cH:28][cH:29]2)[cH:4][c:5]([Cl:8])[cH:6][cH:7]1. Starting materials: O[C@@H]1[C@H](CCCCCCC(=O)O)[C@H]([C@@H](C1)OC1OCCCC1)\C=C\[C@H](C(CC=C(C)C)C)OC1OCCCC1 ((13E)-(8R,9S,11R,12R,15S,16RS)-9-hydroxy-16,19-dimethyl-11,15-bis(tetrahydropyran-2-yloxy)-13,18-prostadienoic acid), [N+](=[N-])=C (diazomethane). The solvent is C(Cl)Cl (methylene chloride). Yields the product COC(CCCCCC[C@H]1[C@H](C[C@H]([C@@H]1\C=C\[C@H](C(CC=C(C)C)C)OC1OCCCC1)OC1OCCCC1)O)=O ((13E)-(8R,9S,11R,12R,15S,16RS)-9-hydroxy-16,19-dimethyl-11,15-bis(tetrahydropyran-2-yloxy)-13,18-prostadienoic Acid Methyl Ester). RXN SMILES: [OH:1][C@H:2]1[CH2:15][C@@H:14]([O:16][CH:17]2[CH2:22][CH2:21][CH2:20][CH2:19][O:18]2)[C@H:13](/[CH:23]=[CH:24]/[C@@H:25]([O:33][CH:34]2[CH2:39][CH2:38][CH2:37][CH2:36][O:35]2)[CH:26]([CH3:32])[CH2:27][CH:28]=[C:29]([CH3:31])[CH3:30])[C@H:3]1[CH2:4][CH2:5][CH2:6][CH2:7][CH2:8][CH2:9][C:10]([OH:12])=[O:11].[N+](=[CH2:42])=[N-]>C(Cl)Cl>[CH3:42][O:11][C:10](=[O:12])[CH2:9][CH2:8][CH2:7][CH2:6][CH2:5][CH2:4][C@@H:3]1[C@@H:13](/[CH:23]=[CH:24]/[C@@H:25]([O:33][CH:34]2[CH2:39][CH2:38][CH2:37][CH2:36][O:35]2)[CH:26]([CH3:32])[CH2:27][CH:28]=[C:29]([CH3:31])[CH3:30])[C@H:14]([O:16][CH:17]2[CH2:22][CH2:21][CH2:20][CH2:19][O:18]2)[CH2:15][C@@H:2]1[OH:1]. Reported procedure: A solution of 1.55 g of (13E)-(8R,9S,11R,12R,15S,16RS)-9-hydroxy-16,19-dimethyl-11,15-bis(tetrahydropyran-2-yloxy)-13,18-prostadienoic acid in methylene chloride was treated with ethereal diazomethane solution until the evolution of nitrogen ceased and the solution assumed a permanent yellow color. After removal of excess diazomethane as well as the solvent, the residue (1.58 g) was used without further purification in the subsequent reaction stage. Reactants: CC(C)(C)OC(=O)N1CCC(CC2CC2)(C(=O)N2CCc3ncc(C(F)(F)F)cc3C2)C1, ClCCl, O=C(O)C(F)(F)F. The product is O=C(N1CCc2ncc(C(F)(F)F)cc2C1)C1(CC2CC2)CCNC1, O=C(O)C(F)(F)F. Reaction SMILES: [CH:1]1([CH2:4][C:5]2([C:17](=[O:18])[N:19]3[CH2:20][c:21]4[cH:22][c:23]([C:29]([F:30])([F:31])[F:32])[cH:24][n:25][c:26]4[CH2:27][CH2:28]3)[CH2:6][N:7]([C:10]([O:11][C:12]([CH3:13])([CH3:14])[CH3:15])=[O:16])[CH2:8][CH2:9]2)[CH2:2][CH2:3]1.[Cl:40][CH2:41][Cl:42].[F:33][C:34]([C:35](=[O:36])[OH:37])([F:38])[F:39]>>[CH:1]1([CH2:4][C:5]2([C:17](=[O:18])[N:19]3[CH2:20][c:21]4[cH:22][c:23]([C:29]([F:30])([F:31])[F:32])[cH:24][n:25][c:26]4[CH2:27][CH2:28]3)[CH2:6][NH:7][CH2:8][CH2:9]2)[CH2:2][CH2:3]1.[F:33][C:34]([C:35](=[O:36])[OH:37])([F:38])[F:39]. Reactants: BrC1=CC2=C(OCCC3=C2SC(=C3)C(=O)OC)C=C1F (Methyl 9-bromo-8-fluoro-4,5-dihydrobenzo[b]thieno[2,3-d]oxepine-2-carboxylate), C(#C)[C@]1(C(N(CC1)C)=O)O ((3R)-3-ethynyl-3-hydroxy-1-methyl-pyrrolidin-2-one). Yields the product FC=1C(=CC2=C(OCCC3=C2SC(=C3)C(=O)OC)C1)C#C[C@]1(C(N(CC1)C)=O)O ((R)-methyl 8-fluoro-9-((3-hydroxy-1-methyl-2-oxopyrrolidin-3-yl)ethynyl)-4,5-dihydrobenzo[b]thieno[2,3-d]oxepine-2-carboxylate). Reaction SMILES: Br[C:2]1[C:19]([F:20])=[CH:18][C:5]2[O:6][CH2:7][CH2:8][C:9]3[CH:13]=[C:12]([C:14]([O:16][CH3:17])=[O:15])[S:11][C:10]=3[C:4]=2[CH:3]=1.[C:21]([C@:23]1([OH:30])[CH2:27][CH2:26][N:25]([CH3:28])[C:24]1=[O:29])#[CH:22]>>[F:20][C:19]1[C:2]([C:22]#[C:21][C@:23]2([OH:30])[CH2:27][CH2:26][N:25]([CH3:28])[C:24]2=[O:29])=[CH:3][C:4]2[C:10]3[S:11][C:12]([C:14]([O:16][CH3:17])=[O:15])=[CH:13][C:9]=3[CH2:8][CH2:7][O:6][C:5]=2[CH:18]=1. Reported procedure: Methyl 9-bromo-8-fluoro-4,5-dihydrobenzo[b]thieno[2,3-d]oxepine-2-carboxylate was reacted with (3R)-3-ethynyl-3-hydroxy-1-methyl-pyrrolidin-2-one similarly to as described in General Procedure F with non-critical modifications to afford (R)-methyl 8-fluoro-9-((3-hydroxy-1-methyl-2-oxopyrrolidin-3-yl)ethynyl)-4,5-dihydrobenzo[b]thieno[2,3-d]oxepine-2-carboxylate. Crude (R)-methyl 8-fluoro-9-((3-hydroxy-1-methyl-2-oxopyrrolidin-3-yl)ethynyl)-4,5-dihydrobenzo[b]thieno[2,3-d]oxepine-2-carboxylate wa... Reactants: CCO, O=[N+]([O-])c1ccc(S(=O)(CCCOc2ccccc2)=NCCN2CCOCC2)cc1. Yields the product Nc1ccc(S(=O)(CCCOc2ccccc2)=NCCN2CCOCC2)cc1. Reaction SMILES: [CH3:31][CH2:32][OH:33].[N+:1]([O-:2])(=[O:3])[c:4]1[cH:5][cH:6][c:7]([S:10](=[O:11])(=[N:12][CH2:13][CH2:14][N:15]2[CH2:16][CH2:17][O:18][CH2:19][CH2:20]2)[CH2:21][CH2:22][CH2:23][O:24][c:25]2[cH:26][cH:27][cH:28][cH:29][cH:30]2)[cH:8][cH:9]1>>[NH2:1][c:4]1[cH:5][cH:6][c:7]([S:10](=[O:11])(=[N:12][CH2:13][CH2:14][N:15]2[CH2:16][CH2:17][O:18][CH2:19][CH2:20]2)[CH2:21][CH2:22][CH2:23][O:24][c:25]2[cH:26][cH:27][cH:28][cH:29][cH:30]2)[cH:8][cH:9]1. The reactants are C(C)(C)(C)OC(=O)N1CCN(C2=CC=CC=C12)C1=NC=C(C=C1)N1CCN(CC1)S(=O)(=O)CC (4-[5-(4-(ethanesulphonyl)piperazin-1-yl)pyridin-2-yl]-3,4-dihydro-2H-quinoxaline-1-carboxylic acid tert-butyl ester), solution, Cl (hydrochloric acid). Run in O1CCOCC1 (dioxane). Reaction conditions: time 3 hour. Product: C(C)S(=O)(=O)N1CCN(CC1)C=1C=CC(=NC1)N1CCNC2=CC=CC=C12 (1-[5-(4-(ethane-sulphonyl)piperazin-1-yl)pyridin-2-yl]-1,2,3,4-tetrahydroquinoxaline). Yield: 89.9%. Reaction SMILES: C(OC([N:8]1[C:17]2[C:12](=[CH:13][CH:14]=[CH:15][CH:16]=2)[N:11]([C:18]2[CH:23]=[CH:22][C:21]([N:24]3[CH2:29][CH2:28][N:27]([S:30]([CH2:33][CH3:34])(=[O:32])=[O:31])[CH2:26][CH2:25]3)=[CH:20][N:19]=2)[CH2:10][CH2:9]1)=O)(C)(C)C.Cl>O1CCOCC1>[CH2:33]([S:30]([N:27]1[CH2:28][CH2:29][N:24]([C:21]2[CH:22]=[CH:23][C:18]([N:11]3[C:12]4[C:17](=[CH:16][CH:15]=[CH:14][CH:13]=4)[NH:8][CH2:9][CH2:10]3)=[N:19][CH:20]=2)[CH2:25][CH2:26]1)(=[O:32])=[O:31])[CH3:34]. Procedure details: 0.98 g of 4-[5-(4-(ethanesulphonyl)piperazin-1-yl)pyridin-2-yl]-3,4-dihydro-2H-quinoxaline-1-carboxylic acid tert-butyl ester is placed in 3 ml of a 4N solution of hydrochloric acid in dioxane. The reaction mixture is stirred at ambient temperature for 3 h. It is subsequently evaporated under reduced pressure and then a saturated aqueous sodium hydrogencarbonate solution is added. The aqueous phase is extracted three times with dichloromethane. The organic phases are combined, dried over sodium ... The reactants are Cc1cc(O)c([N+](=O)[O-])cc1Br, C1CCOC1, CC(C)O, c1ccc(P(c2ccccc2)c2ccccc2)cc1. Yields the product Cc1cc(OC(C)C)c([N+](=O)[O-])cc1Br. Reaction SMILES: [Br:1][c:2]1[cH:3][c:4]([N+:10](=[O:11])[O-:12])[c:5]([OH:9])[cH:6][c:7]1[CH3:8].[CH2:36]1[O:37][CH2:38][CH2:39][CH2:40]1.[CH3:13][CH:14]([CH3:15])[OH:16].[c:17]1([P:18]([c:19]2[cH:20][cH:21][cH:22][cH:23][cH:24]2)[c:25]2[cH:26][cH:27][cH:28][cH:29][cH:30]2)[cH:31][cH:32][cH:33][cH:34][cH:35]1>>[Br:1][c:2]1[cH:3][c:4]([N+:10](=[O:11])[O-:12])[c:5]([O:9][CH:14]([CH3:13])[CH3:15])[cH:6][c:7]1[CH3:8]. Starting materials: Nc1cnc(Br)cn1, CC#N, CC1(C)OB(c2cccc(Cn3nc(-c4cc(F)cc(F)c4)ccc3=O)c2)OC1(C)C, [Na+], O, O=C([O-])O, c1ccc(P(c2ccccc2)(c2ccccc2)[Pd](P(c2ccccc2)(c2ccccc2)c2ccccc2)(P(c2ccccc2)(c2ccccc2)c2ccccc2)P(c2ccccc2)(c2ccccc2)c2ccccc2)cc1. Yields the product Nc1cnc(-c2cccc(Cn3nc(-c4cc(F)cc(F)c4)ccc3=O)c2)cn1. Reaction SMILES: [Br:33][c:34]1[n:35][cH:36][c:37]([NH2:40])[n:38][cH:39]1.[CH3:123][C:124]#[N:125].[F:2][c:3]1[cH:4][c:5](-[c:10]2[cH:11][cH:12][c:13](=[O:32])[n:14]([CH2:16][c:17]3[cH:18][c:19]([B:23]4[O:24][C:25]([CH3:26])([CH3:27])[C:28]([CH3:29])([CH3:30])[O:31]4)[cH:20][cH:21][cH:22]3)[n:15]2)[cH:6][c:7]([F:9])[cH:8]1.[Na+:41].[OH2:1].[OH:42][C:43](=[O:44])[O-:45].[cH:46]1[cH:47][cH:48][c:49]([P:50]([Pd:51]([P:52]([c:53]2[cH:54][cH:55][cH:56][cH:57][cH:58]2)([c:59]2[cH:60][cH:61][cH:62][cH:63][cH:64]2)[c:65]2[cH:66][cH:67][cH:68][cH:69][cH:70]2)([P:71]([c:72]2[cH:73][cH:74][cH:75][cH:76][cH:77]2)([c:78]2[cH:79][cH:80][cH:81][cH:82][cH:83]2)[c:84]2[cH:85][cH:86][cH:87][cH:88][cH:89]2)[P:90]([c:91]2[cH:92][cH:93][cH:94][cH:95][cH:96]2)([c:97]2[cH:98][cH:99][cH:100][cH:101][cH:102]2)[c:103]2[cH:104][cH:105][cH:106][cH:107][cH:108]2)([c:109]2[cH:110][cH:111][cH:112][cH:113][cH:114]2)[c:115]2[cH:116][cH:117][cH:118][cH:119][cH:120]2)[cH:121][cH:122]1>>[F:2][c:3]1[cH:4][c:5](-[c:10]2[cH:11][cH:12][c:13](=[O:32])[n:14]([CH2:16][c:17]3[cH:18][c:19](-[c:34]4[n:35][cH:36][c:37]([NH2:40])[n:38][cH:39]4)[cH:20][cH:21][cH:22]3)[n:15]2)[cH:6][c:7]([F:9])[cH:8]1. The reactants are C1(CCCCC1)C(C(=O)O)N1C(=NC2=C1C=C(C(=C2)F)F)C=2C(=NC(=CC2)OC)OC (cyclohexyl-[2-(2,6-dimethoxy-pyridin-3-yl)-5,6-difluoro-benzoimidazol-1-yl]-acetic acid), ClC1=CC=C(C=C1)C1=NC2=C(N1C(C(=O)O)C1CCCCC1)C=C(C(=C2)F)F ([2-(4-chloro-phenyl)-5,6-difluoro-benzoimidazol-1-yl]-cyclohexyl-acetic acid), ClC1=CC=C(C=C1)C1=NC2=C(N1C(C(=O)O)C1CCCCC1)C=C(C(=C2)F)F ([2-(4-chloro-phenyl)-5,6-difluoro-benzoimidazol-1-yl]-cyclohexyl-acetic acid), Cl.N[C@@H]1CC[C@H](CC1)O (trans-4-amino-cyclohexanol hydrochloride), C(C)OC(=O)[C@@H]1CC[C@H](CC1)N (trans-4-amino-cyclohexanecarboxylic acid ethyl ester), ester. Yields the product ClC1=CC=C(C=C1)C1=NC2=C(N1C(C(=O)N[C@@H]1CC[C@H](CC1)C(=O)O)C1CCCCC1)C=C(C(=C2)F)F ((−)-trans-4-{2-[2-(4-Chloro-phenyl)-5,6-difluoro-benzoimidazol-1-yl]-2-cyclohexyl-acetylamino}-cyclohexanecarboxylic acid). Reaction SMILES: C1(C(N2C3C=C(F)C(F)=CC=3N=C2C2C(OC)=NC(OC)=CC=2)C(O)=O)CCCCC1.[Cl:32][C:33]1[CH:38]=[CH:37][C:36]([C:39]2[N:43]([CH:44]([CH:48]3[CH2:53][CH2:52][CH2:51][CH2:50][CH2:49]3)[C:45](O)=[O:46])[C:42]3[CH:54]=[C:55]([F:59])[C:56]([F:58])=[CH:57][C:41]=3[N:40]=2)=[CH:35][CH:34]=1.Cl.N[C@H]1CC[C@H](O)CC1.C([O:71][C:72]([C@H:74]1[CH2:79][CH2:78][C@H:77]([NH2:80])[CH2:76][CH2:75]1)=[O:73])C>>[Cl:32][C:33]1[CH:38]=[CH:37][C:36]([C:39]2[N:43]([CH:44]([CH:48]3[CH2:49][CH2:50][CH2:51][CH2:52][CH2:53]3)[C:45]([NH:80][C@H:77]3[CH2:76][CH2:75][C@H:74]([C:72]([OH:71])=[O:73])[CH2:79][CH2:78]3)=[O:46])[C:42]3[CH:54]=[C:55]([F:59])[C:56]([F:58])=[CH:57][C:41]=3[N:40]=2)=[CH:35][CH:34]=1 |f:2.3|. Reported procedure: The title compound was prepared in analogy to example 8 replacing cyclohexyl-[2-(2,6-dimethoxy-pyridin-3-yl)-5,6-difluoro-benzoimidazol-1-yl]-acetic acid with [2-(4-chloro-phenyl)-5,6-difluoro-benzoimidazol-1-yl]-cyclohexyl-acetic acid (example 22, intermediate c) and trans-4-amino-cyclohexanol hydrochloride with trans-4-amino-cyclohexanecarboxylic acid ethyl ester ([CAS RN 1678-68-8]), followed by subsequent ester hydrolysis in analogy to example 10. Purification was conducted with chiral prepa... The reactants are CC=1N=C(SC1)NC1=NC=CC=C1O (2-(4-methylthiazol-2-ylamino)pyridin-3-ol), BrCC=1C=C(O[Si](C)(C)C(C)(C)C)C=CC1 ((3-(bromomethyl)phenoxy)(tert-butyl)dimethylsilane), C([O-])([O-])=O.[K+].[K+] (potassium carbonate). The product is [Si](C)(C)(C(C)(C)C)OC=1C=C(COC=2C(=NC=CC2)NC=2SC=C(N2)C)C=CC1 (3-(3-(tert-butyldimethylsilyloxy)benzyloxy)-N-(4-methylthiazol-2-yl)pyridin-2-amine). The yield is 52.6%. Reaction SMILES: [CH3:1][C:2]1[N:3]=[C:4]([NH:7][C:8]2[C:13]([OH:14])=[CH:12][CH:11]=[CH:10][N:9]=2)[S:5][CH:6]=1.Br[CH2:16][C:17]1[CH:18]=[C:19]([CH:28]=[CH:29][CH:30]=1)[O:20][Si:21]([C:24]([CH3:27])([CH3:26])[CH3:25])([CH3:23])[CH3:22].C(=O)([O-])[O-].[K+].[K+]>>[Si:21]([O:20][C:19]1[CH:18]=[C:17]([CH:30]=[CH:29][CH:28]=1)[CH2:16][O:14][C:13]1[C:8]([NH:7][C:4]2[S:5][CH:6]=[C:2]([CH3:1])[N:3]=2)=[N:9][CH:10]=[CH:11][CH:12]=1)([C:24]([CH3:27])([CH3:26])[CH3:25])([CH3:23])[CH3:22] |f:2.3.4|. Procedure: Following the method according to Example 3, Steps B and C, 5, 2-(4-methylthiazol-2-ylamino)pyridin-3-ol (prepared according to Example 3, Step A; 5.0 g, 24 mmol), (3-(bromomethyl)phenoxy)(tert-butyl)dimethylsilane (7.3 g, 24 mmol) [J. Med. Chem. (1992), 35, 3498] and potassium carbonate (8.3 g, 60 mmol) were combined to provide 3-(3-(tert-butyldimethylsilyloxy)benzyloxy)-N-(4-methylthiazol-2-yl)pyridin-2-amine (5.4 g, 48% yield) as a clear and colorless oil. 1H NMR (CDCl3) δ 8.61 (bs, 1H), 7.94...